From a dataset of the Open Reaction Database (ORD), a public repository of structured organic reaction records. describe an organic reaction: reactants, conditions, products, and yield Reactants: C(C=1C(=CC=CC1)OC)=O (o-anisaldehyde), [N+](=O)([O-])C=1C(=C(C=CC1)N)N (3-nitro-o-phenylenediamine). Solvent: C(C)O (ethanol). Product: COC1=C(C=CC=C1)C1=NC2=C(N1)C=CC=C2[N+](=O)[O-] (2-(2-methoxyphenyl)-4-nitro-1H-benzo[d]imidazole). Yield: 35.3%. Reaction SMILES: [CH:1](=O)[C:2]1[C:3]([O:8][CH3:9])=[CH:4][CH:5]=[CH:6][CH:7]=1.[N+:11]([C:14]1[C:15]([NH2:21])=[C:16]([NH2:20])[CH:17]=[CH:18][CH:19]=1)([O-:13])=[O:12]>C(O)C>[CH3:9][O:8][C:3]1[CH:4]=[CH:5][CH:6]=[CH:7][C:2]=1[C:1]1[NH:20][C:16]2[CH:17]=[CH:18][CH:19]=[C:14]([N+:11]([O-:13])=[O:12])[C:15]=2[N:21]=1. Procedure details: A solution of o-anisaldehyde (0.789 ml, 6.53 mmol) and 3-nitro-o-phenylenediamine (1 g, 6.53 mmol) in ethanol (30 ml) was heated to 90° C. for 20 hours in a sealed tube. The red reaction mixture was taken to dryness and purified by silica gel chromatography (Biotage 40M, 75% DCM in hexanes to 100% DCM) to give 163 (0.62 g, 2.303 mmol, 35.3% yield) as yellow solid. LRMS (ESI): (calc.) 269.3 (found) 270.1 (MH)+. Reactants: Cl (hydrochloric acid), N1C(=O)NC(=O)C(C)=C1 (thymine), C([O-])([O-])=O.[K+].[K+] (potassium carbonate), BrCC(=O)OC (methyl bromoacetate). As a reaction SMILES: [NH:1]1[CH:9]=[C:7]([CH3:8])[C:5](=[O:6])[NH:4][C:2]1=[O:3].C(=O)([O-])[O-].[K+].[K+].Br[CH2:17][C:18]([O:20]C)=[O:19].Cl>CN(C)C=O.O>[C:18]([CH2:17][N:1]1[CH:9]=[C:7]([CH3:8])[C:5](=[O:6])[NH:4][C:2]1=[O:3])([OH:20])=[O:19] |f:1.2.3|. Run in O (water), CN(C=O)C (dimethylformamide). Product: C(=O)(O)CN1C(=O)NC(=O)C(C)=C1 (N-1-Carboxymethylthymine). Procedure details: To a suspension of thymine (0.317 mole) and potassium carbonate (0.634 mole) in dimethylformamide (900 ml) is added methyl bromoacetate (0.634 mole) and the mixture is stirred vigorously overnight under nitrogen. The mixture is filtered, washed with ether and evaporated to dryness, in vacuoto afford a colorless solid. The solid residue is treated with water (300 ml) and 4N hydrochloric acid (12 ml), stirred for 20 minutes at 0° C., filtered and washed with water (2×100 ml). The precipitate is tr... Reaction conditions: temperature 0 celsius, time 8 hour.